From a dataset of the Open Reaction Database (ORD), a public repository of structured organic reaction records. describe an organic reaction: reactants, conditions, products, and yield Isolated yield 60.0%. Procedure details: To a stirred solution of 6H-dibenzo[b,d]thiopyran-5-oxide (2 g; 0.0093 mol), 2,6-lutidine (4 ml; 0.034 mol) and acetonitrile (40 ml) was added a solution of trifluoro acetic anhydride (3.2 ml; 0.022 mol) in acetonitrile (10 ml) at 0° C. After 2 hours a solution of NaHCO3 (1 g) in water (25 ml) was quickly added at 0° C. and then the mixture was allowed to warm to room temperature. After 2 hours the mixture was poured into water (200 ml) and extracted with diethyl ether. The extracts were dried, ... Starting materials: C(=O)(O)[O-].[Na+] (NaHCO3), C1=CC=CC=2S(CC3=C(C21)C=CC=C3)=O (6H-dibenzo[b,d]thiopyran-5-oxide), N1=C(C=CC=C1C)C (2,6-lutidine), FC(C(=O)OC(C(F)(F)F)=O)(F)F (trifluoro acetic anhydride). Product: C1=CC=CC=2SC(C3=C(C21)C=CC=C3)O (6H-dibenzo[b,d]thiopyran-6-ol). Reaction SMILES: [CH:1]1[C:10]2[C:9]3[CH:11]=[CH:12][CH:13]=[CH:14][C:8]=3[CH2:7][S:6](=O)[C:5]=2[CH:4]=[CH:3][CH:2]=1.N1C(C)=CC=CC=1C.FC(F)(F)C(OC(=O)C(F)(F)F)=[O:27].C([O-])(O)=O.[Na+]>C(#N)C.O>[CH:1]1[C:10]2[C:9]3[CH:11]=[CH:12][CH:13]=[CH:14][C:8]=3[CH:7]([OH:27])[S:6][C:5]=2[CH:4]=[CH:3][CH:2]=1 |f:3.4|. Solvent: O (water), C(C)#N (acetonitrile), C(C)#N (acetonitrile), O (water). The reactants are [OH-].[Na+] (sodium hydroxide), [Cl-].[Eu+3].[Cl-].[Cl-] (europium chloride), C(C=CC1=CC=CC=C1)(=O)O (cinnamic acid), [Cl-].[La+3].[Cl-].[Cl-] (lanthanum chloride). Product: C(C=CC1=CC=CC=C1)(=O)[O-].[La+3].C(C=CC1=CC=CC=C1)(=O)[O-].C(C=CC1=CC=CC=C1)(=O)[O-] (lanthanum cinnamate). RXN SMILES: [OH-].[Na+].[C:3]([OH:13])(=[O:12])[CH:4]=[CH:5][C:6]1[CH:11]=[CH:10][CH:9]=[CH:8][CH:7]=1.[Cl-].[La+3:15].[Cl-].[Cl-].[Cl-].[Eu+3].[Cl-].[Cl-]>>[C:3]([O-:13])(=[O:12])[CH:4]=[CH:5][C:6]1[CH:7]=[CH:8][CH:9]=[CH:10][CH:11]=1.[La+3:15].[C:3]([O-:13])(=[O:12])[CH:4]=[CH:5][C:6]1[CH:7]=[CH:8][CH:9]=[CH:10][CH:11]=1.[C:3]([O-:13])(=[O:12])[CH:4]=[CH:5][C:6]1[CH:7]=[CH:8][CH:9]=[CH:10][CH:11]=1 |f:0.1,3.4.5.6,7.8.9.10,11.12.13.14|. Procedure: Europium cinnamate, [(C6H5CH=CHCOO)3Eu], was obtained by following the procedure of Comparative Example 4, except that the quantity of sodium hydroxide was changed from 1.698 g to 1.132 g, the quantity of cinnamic acid was changed from 6.289 g to 4.193 g and 5.0 g of lanthanum chloride was substituted by 3.456 g of europium chloride (EuCl3.6H2O; purity 99.9%). Then, the total quantity of lanthanum cinnamate obtained as described in Comparative Example 4 and the total quantity of europium cinnama... Reactants: [BH4-], CO, [Na+], C1CCOC1, CC1NC(=O)N(CC2CC(O)CN2C(=O)OCc2ccc([N+](=O)[O-])cc2)C1=O. The product is CC1CN(CC2CC(O)CN2C(=O)OCc2ccc([N+](=O)[O-])cc2)C(=O)N1. RXN SMILES: [BH4-:1].[CH3:31][OH:32].[Na+:2].[O:33]1[CH2:34][CH2:35][CH2:36][CH2:37]1.[OH:3][CH:4]1[CH2:5][CH:6]([CH2:22][N:23]2[C:24](=[O:30])[NH:25][CH:26]([CH3:29])[C:27]2=[O:28])[N:7]([C:9](=[O:10])[O:11][CH2:12][c:13]2[cH:14][cH:15][c:16]([N+:19](=[O:20])[O-:21])[cH:17][cH:18]2)[CH2:8]1>>[OH:3][CH:4]1[CH2:5][CH:6]([CH2:22][N:23]2[C:24](=[O:30])[NH:25][CH:26]([CH3:29])[CH2:27]2)[N:7]([C:9](=[O:10])[O:11][CH2:12][c:13]2[cH:14][cH:15][c:16]([N+:19](=[O:20])[O-:21])[cH:17][cH:18]2)[CH2:8]1.